Dataset: the Open Reaction Database (ORD), a public repository of structured organic reaction records. Task: describe an organic reaction: reactants, conditions, products, and yield The reactants are Cl.N1C=CC=2C1=NC=CC2OC2=C(C=C(C=C2)NC2=CC=NC=C2C(=O)NC2=C(C=C(C=C2)F)F)F (4-(4-(1H-Pyrrolo[2,3-b]pyridin-4-yloxy)-3-fluorophenylamino)-N-(2,4-difluorophenyl)nicotinamide, hydrochloride salt), Cl.N1C=CC=2C1=NC=CC2OC2=C(C=C(C=C2)NC2=CC=NC=C2C(=O)NC2=C(C=C(C=C2)F)F)F (4-(4-(1H-Pyrrolo[2,3-b]pyridin-4-yloxy)-3-fluorophenylamino)-N-(2,4-difluorophenyl)nicotinamide, hydrochloride salt), ClC1=C(C(=O)NC2=C(C=C(C=C2)F)F)C(=CC=N1)OC (2-chloro-N-(2,4-difluorophenyl)-4-methoxynicotinamide), Cl (HCl). Run in CN1CCCC1=O (NMP). Run at temperature 140 celsius. Yields the product N1C=CC=2C1=NC=CC2OC2=C(C=C(C=C2)NC2=C(C(=O)NC1=C(C=C(C=C1)F)F)C(=CC=N2)OC)F (2-(4-(1H-pyrrolo[2,3-b]pyridin-4-yloxy)-3-fluorophenylamino)-N-(2,4-difluorophenyl)-4-methoxynicotinamide), N1C=CC=2C1=NC=CC2OC2=C(C=C(C=C2)NC2=C(C(=O)NC1=C(C=C(C=C1)F)F)C(=CC=N2)O)F (2-(4-(1H-pyrrolo[2,3-b]pyridine-4-yloxy)-3-fluorophenylamino)-N-(2,4-difluorophenyl)-4-hydroxynicotinamide). As a reaction SMILES: Cl.[NH:2]1[C:6]2=[N:7][CH:8]=[CH:9][C:10]([O:11][C:12]3[CH:17]=[CH:16][C:15]([NH:18]C4C(C(NC5C=CC(F)=CC=5F)=O)=CN=CC=4)=[CH:14][C:13]=3[F:36])=[C:5]2[CH:4]=[CH:3]1.Cl[C:38]1[N:54]=[CH:53][CH:52]=[C:51]([O:55][CH3:56])[C:39]=1[C:40]([NH:42][C:43]1[CH:48]=[CH:47][C:46]([F:49])=[CH:45][C:44]=1[F:50])=[O:41].Cl>CN1C(=O)CCC1>[NH:2]1[C:6]2=[N:7][CH:8]=[CH:9][C:10]([O:11][C:12]3[CH:17]=[CH:16][C:15]([NH:18][C:38]4[N:54]=[CH:53][CH:52]=[C:51]([O:55][CH3:56])[C:39]=4[C:40]([NH:42][C:43]4[CH:48]=[CH:47][C:46]([F:49])=[CH:45][C:44]=4[F:50])=[O:41])=[CH:14][C:13]=3[F:36])=[C:5]2[CH:4]=[CH:3]1.[NH:2]1[C:6]2=[N:7][CH:8]=[CH:9][C:10]([O:11][C:12]3[CH:17]=[CH:16][C:15]([NH:18][C:38]4[N:54]=[CH:53][CH:52]=[C:51]([OH:55])[C:39]=4[C:40]([NH:42][C:43]4[CH:48]=[CH:47][C:46]([F:49])=[CH:45][C:44]=4[F:50])=[O:41])=[CH:14][C:13]=3[F:36])=[C:5]2[CH:4]=[CH:3]1 |f:0.1|. Procedure: To a homogeneous mixture of 4-(1H-pyrrolo[2,3-b]pyridin-4-yloxy)-3-fluorobenzenamine (0.037 g, 0.15 mmol, Compound C of Example 1) and 2-chloro-N-(2,4-difluorophenyl)-4-methoxynicotinamide (0.045 g, 0.15 mmol), in anhydrous NMP (0.50 mL), was added HCl (4N in 1,4-dioxane, 0.15 mL, 0.60 mmol). The mixture was microwaved in a CEM Explorer PLS microwave system (300 W), with the temperature measured with an IR temperature sensor and maintained at 140° C. for six hours. The reaction mixture was parti... Reactants: CS(=O)(=O)N1CCN(CC1)[C@H]1C[C@H](NC1)C(=O)NC1=CC=C(C(=O)OC(C)(C)C)C=C1 (2-methyl-2-propanyl 4-[({(2S,4S)-4-[4-(methylsulfonyl)-1-piperazinyl]-2-pyrrolidinyl}carbonyl)amino]benzoate), CC(C)(C)OC(=O)NC(=N)C1=CC=C(C(=O)O)C=C1 (4-(N-{[(2-methyl-2-propanyl)oxy]carbonyl}carbamimidoyl)benzoic acid). Product: CC(C)(C)OC(=O)NC(=N)C1=CC=C(C(=O)N2[C@@H](C[C@@H](C2)N2CCN(CC2)S(=O)(=O)C)C(=O)NC2=CC=C(C(=O)OC(C)(C)C)C=C2)C=C1 (2-methyl-2-propanyl 4-[({(2S,4S)-1-[4-(N-{[(2-methyl-2-propanyl)oxy]carbonyl}carbamimidoyl)benzoyl]-4-[4-(methylsulfonyl)-1-piperazinyl]-2-pyrrolidinyl}carbonyl)amino]benzoate). As a reaction SMILES: [CH3:1][S:2]([N:5]1[CH2:10][CH2:9][N:8]([C@@H:11]2[CH2:15][NH:14][C@H:13]([C:16]([NH:18][C:19]3[CH:31]=[CH:30][C:22]([C:23]([O:25][C:26]([CH3:29])([CH3:28])[CH3:27])=[O:24])=[CH:21][CH:20]=3)=[O:17])[CH2:12]2)[CH2:7][CH2:6]1)(=[O:4])=[O:3].[CH3:32][C:33]([O:36][C:37]([NH:39][C:40]([C:42]1[CH:50]=[CH:49][C:45]([C:46](O)=[O:47])=[CH:44][CH:43]=1)=[NH:41])=[O:38])([CH3:35])[CH3:34]>>[CH3:35][C:33]([O:36][C:37]([NH:39][C:40]([C:42]1[CH:43]=[CH:44][C:45]([C:46]([N:14]2[CH2:15][C@@H:11]([N:8]3[CH2:9][CH2:10][N:5]([S:2]([CH3:1])(=[O:4])=[O:3])[CH2:6][CH2:7]3)[CH2:12][C@H:13]2[C:16]([NH:18][C:19]2[CH:31]=[CH:30][C:22]([C:23]([O:25][C:26]([CH3:28])([CH3:27])[CH3:29])=[O:24])=[CH:21][CH:20]=2)=[O:17])=[O:47])=[CH:49][CH:50]=1)=[NH:41])=[O:38])([CH3:32])[CH3:34]. Procedure details: Following the procedure described in Example 8, the compound prepared in Example 6 was treated with the compound prepared in Example 18 to give the title compound as a white solid. Reactants: IC1=CC=2CCC3=CC(=CC=C3C2C=C1)I (2,7-diiodo-9,10-dihydrophenanthrene), Cl (hydrochloric acid), Cl (hydrochloric acid), OO (hydrogen peroxide), B(OC(C)C)(OC(C)C)OC(C)C (triisopropyl borate), solution, C(CCC)[Li] (n-butyllithium), [OH-].[Na+] (sodium hydroxide). Run in C1CCOC1 (THF), O (water), C1(=CC=CC=C1)C (toluene), CCCCCC (hexane). Run at time 1 hour. The product is IC1=CC=C2C=3C=CC(=CC3CCC2=C1)O (7-iodo-9,10-dihydro-phenanthren-2-ol). As a reaction SMILES: [I:1][C:2]1[CH:15]=[CH:14][C:13]2[C:12]3[C:7](=[CH:8][C:9](I)=[CH:10][CH:11]=3)[CH2:6][CH2:5][C:4]=2[CH:3]=1.B(OC(C)C)(OC(C)C)[O:18]C(C)C.C([Li])CCC.Cl.[OH-].[Na+].OO>C1COCC1.CCCCCC.C1(C)C=CC=CC=1.O>[I:1][C:2]1[CH:3]=[C:4]2[C:13]([C:12]3[CH:11]=[CH:10][C:9]([OH:18])=[CH:8][C:7]=3[CH2:6][CH2:5]2)=[CH:14][CH:15]=1 |f:4.5|. Procedure details: 8.8 g (20.4 mmol) of 2,7-diiodo-9,10-dihydrophenanthrene are dissolved in 250 ml of THF, and, after addition of 7.0 ml (30.5 mmol) of triisopropyl borate at −70° C., 16.5 ml of a 15 percent solution of n-butyllithium in hexane are added. After 1 h, the batch is hydrolysed using 2 N hydrochloric acid and warmed to room temp. The solution is extracted twice with MTB ether, dried over sodium sulfate, the solvent is removed in vacuo, and the crude product obtained is suspended in 80 ml of toluene an... Starting materials: C(C1=CC(=CC=C1)OC)(=O)O (3-anisic acid), C(C)(C)(C)C1=CC=C(C(=O)NC=2C(=CC=CC2)N)C=C1 (N1-(4-tert-butylbenzoyl)-1,2-benzenediamine). Product: COC=1C=C(C(=O)NC=2C(=CC=CC2)NC(C2=CC=C(C=C2)C(C)(C)C)=O)C=CC1 (N1-(3-Methoxybenzoyl)-N2-(4-tert-butylbenzoyl)-1,2-benzenediamine). The yield is 84.2%. RXN SMILES: [C:1]([OH:11])(=O)[C:2]1[CH:7]=[CH:6][CH:5]=[C:4]([O:8][CH3:9])[CH:3]=1.[C:12]([C:16]1[CH:31]=[CH:30][C:19]([C:20]([NH:22][C:23]2[C:24]([NH2:29])=[CH:25][CH:26]=[CH:27][CH:28]=2)=[O:21])=[CH:18][CH:17]=1)([CH3:15])([CH3:14])[CH3:13]>>[CH3:9][O:8][C:4]1[CH:3]=[C:2]([CH:7]=[CH:6][CH:5]=1)[C:1]([NH:29][C:24]1[C:23]([NH:22][C:20](=[O:21])[C:19]2[CH:30]=[CH:31][C:16]([C:12]([CH3:14])([CH3:13])[CH3:15])=[CH:17][CH:18]=2)=[CH:28][CH:27]=[CH:26][CH:25]=1)=[O:11]. Procedure: Using the procedure described in Example 102, Part A, 3-anisic acid (3.6 mmol) and N1-(4-tert-butylbenzoyl)-1,2-benzenediamine (1.8 mmol) yielded 610 mg (84%) of the title compound.